Dataset: the Open Reaction Database (ORD), a public repository of structured organic reaction records. Task: describe an organic reaction: reactants, conditions, products, and yield Starting materials: CC(C)(C)OC(=O)N1CCc2sc(C=O)cc2C1, C1CCNCC1, C1CCOC1, CC(=O)O. Product: CC(C)(C)OC(=O)N1CCc2sc(CN3CCCCC3)cc2C1. Reaction SMILES: [C:1]([CH3:2])([CH3:3])([CH3:4])[O:5][C:6](=[O:7])[N:8]1[CH2:9][c:10]2[c:11]([s:14][c:15]([CH:17]=[O:18])[cH:16]2)[CH2:12][CH2:13]1.[CH2:19]1[CH2:20][CH2:21][NH:22][CH2:23][CH2:24]1.[CH2:29]1[O:30][CH2:31][CH2:32][CH2:33]1.[CH3:25][C:26](=[O:27])[OH:28]>>[C:1]([CH3:2])([CH3:3])([CH3:4])[O:5][C:6](=[O:7])[N:8]1[CH2:9][c:10]2[c:11]([s:14][c:15]([CH2:17][N:22]3[CH2:21][CH2:20][CH2:19][CH2:24][CH2:23]3)[cH:16]2)[CH2:12][CH2:13]1. The reactants are CO, NN, COP(=O)(CCCCN1C(=O)c2ccccc2C1=O)CC(CCc1ccccc1)C(=O)NC(CC(C)C)C(=O)O, [NH-]c1ccccc1. The product is COP(=O)(CCCCN)CC(CCc1ccccc1)C(=O)NC(CC(C)C)C(=O)O, [NH-]c1ccccc1. As a reaction SMILES: [CH3:50][OH:51].[NH2:1][NH2:2].[O:3]=[C:4]1[N:5]([CH2:14][CH2:15][CH2:16][CH2:17][P:18](=[O:19])([O:20][CH3:21])[CH2:22][CH:23]([C:24](=[O:25])[NH:26][CH:27]([CH2:28][CH:29]([CH3:30])[CH3:31])[C:32](=[O:33])[OH:34])[CH2:35][CH2:36][c:37]2[cH:38][cH:39][cH:40][cH:41][cH:42]2)[C:12](=[O:13])[c:7]2[c:6]1[cH:11][cH:10][cH:9][cH:8]2.[c:43]1([NH-:49])[cH:44][cH:45][cH:46][cH:47][cH:48]1>>[NH2:5][CH2:14][CH2:15][CH2:16][CH2:17][P:18](=[O:19])([O:20][CH3:21])[CH2:22][CH:23]([C:24](=[O:25])[NH:26][CH:27]([CH2:28][CH:29]([CH3:30])[CH3:31])[C:32](=[O:33])[OH:34])[CH2:35][CH2:36][c:37]1[cH:38][cH:39][cH:40][cH:41][cH:42]1.[c:43]1([NH-:49])[cH:44][cH:45][cH:46][cH:47][cH:48]1. Reactants: C1CCOC1, CCOP(=O)(CC#N)OCC, CC(=O)c1ccc2c(c1)C(c1ccc(C)cc1)=CCC2(C)C, [H-], [Na+]. Yields the product CC(=CC#N)c1ccc2c(c1)C(c1ccc(C)cc1)=CCC2(C)C. RXN SMILES: [CH2:36]1[O:37][CH2:38][CH2:39][CH2:40]1.[CH2:3]([O:4][P:5](=[O:6])([O:7][CH2:8][CH3:9])[CH2:11][C:12]#[N:13])[CH3:10].[CH3:14][c:15]1[cH:16][cH:17][c:18]([C:21]2=[CH:22][CH2:23][C:24]([CH3:34])([CH3:35])[c:25]3[cH:26][cH:27][c:28]([C:31]([CH3:32])=[O:33])[cH:29][c:30]32)[cH:19][cH:20]1.[H-:2].[Na+:1]>>[CH:11]([C:12]#[N:13])=[C:31]([c:28]1[cH:27][cH:26][c:25]2[c:30]([cH:29]1)[C:21]([c:18]1[cH:17][cH:16][c:15]([CH3:14])[cH:20][cH:19]1)=[CH:22][CH2:23][C:24]2([CH3:34])[CH3:35])[CH3:32]. Reactants: ClC1=NNC2=CC(=CC=C12)[N+](=O)[O-] (3-chloro-6-nitroindazole), C([O-])([O-])=O.[K+].[K+] (potassium carbonate), C(#CC)Br (propynyl bromide), O (water). RXN SMILES: [Cl:1][C:2]1[C:10]2[C:5](=[CH:6][C:7]([N+:11]([O-:13])=[O:12])=[CH:8][CH:9]=2)[NH:4][N:3]=1.C(=O)([O-])[O-].[K+].[K+].[C:20](Br)#[C:21][CH3:22].O>CC(C)=O>[CH2:22]([N:4]1[C:5]2[C:10](=[CH:9][CH:8]=[C:7]([N+:11]([O-:13])=[O:12])[CH:6]=2)[C:2]([Cl:1])=[N:3]1)[C:21]#[CH:20] |f:1.2.3|. Yields the product C(C#C)N1N=C(C2=CC=C(C=C12)[N+](=O)[O-])Cl (N-(2-propynyl)-3-chloro-6-nitroindazole). Reported procedure: Compounds III-A, III-B and III-D were prepared by a modification of the procedure of Zaugg, Swett and Stone (5). In a stirred solution of sodium ethylate prepared from 0.23 g (0.01 mol) of sodium metal and 50 ml of absolute ethanol was dissolved 0.01 mol of the appropriate nitro- or chloroindazole. To such solution was added 2.38 g (0.02 mol) of propynyl bromide, and the reaction mixture was stirred for 24 hours at room temperature during which time sodium bromide precipitated. The reaction mixt... Solvent: CC(=O)C (acetone). Reactants: C1CCNCC1, Cc1c(C=O)[nH]c2ccccc12, CCO, O=C1Cc2cc(Cl)ccc2N1. Product: Cc1c(C=C2C(=O)Nc3ccc(Cl)cc32)[nH]c2ccccc12. As a reaction SMILES: [CH2:24]1[CH2:25][CH2:26][NH:27][CH2:28][CH2:29]1.[CH3:12][c:13]1[c:14]([CH:22]=[O:23])[nH:15][c:16]2[cH:17][cH:18][cH:19][cH:20][c:21]12.[CH3:30][CH2:31][OH:32].[Cl:1][c:2]1[cH:3][c:4]2[c:8]([cH:9][cH:10]1)[NH:7][C:6](=[O:11])[CH2:5]2>>[Cl:1][c:2]1[cH:3][c:4]2[c:8]([cH:9][cH:10]1)[NH:7][C:6](=[O:11])[C:5]2=[CH:22][c:14]1[c:13]([CH3:12])[c:21]2[c:16]([nH:15]1)[cH:17][cH:18][cH:19][cH:20]2. Starting materials: C(Cl)(Cl)Cl (chloroform), C(CCCCCCCCCCCCCCCCC)OCC(COC(C1=CC=CC=C1)(C1=CC=CC=C1)C1=CC=CC=C1)O (3-Octadecyl-1-tritylglycerol), N1=CC=CC=C1 (pyridine), C(OC1=CC=CC=C1)(=O)Cl (phenyl chlorocarbonate). Run in O (water), ClCCl (dichloromethane). Reaction conditions: time 30 minute. Product: CN(C(=O)OC(COC(C1=CC=CC=C1)(C1=CC=CC=C1)C1=CC=CC=C1)COCCCCCCCCCCCCCCCCCC)C (2-(N,N-Dimethylcarbamoyl)-3-octadecyl-1-tritylglycerol). The yield is 100.7%. As a reaction SMILES: [CH2:1]([O:19][CH2:20][CH:21]([OH:43])[CH2:22][O:23][C:24]([C:37]1[CH:42]=[CH:41][CH:40]=[CH:39][CH:38]=1)([C:31]1[CH:36]=[CH:35][CH:34]=[CH:33][CH:32]=1)[C:25]1[CH:30]=[CH:29][CH:28]=[CH:27][CH:26]=1)[CH2:2][CH2:3][CH2:4][CH2:5][CH2:6][CH2:7][CH2:8][CH2:9][CH2:10][CH2:11][CH2:12][CH2:13][CH2:14][CH2:15][CH2:16][CH2:17][CH3:18].[N:44]1[CH:49]=CC=C[CH:45]=1.[C:50](Cl)(=O)[O:51]C1C=CC=CC=1.C(Cl)(Cl)Cl>ClCCl.O>[CH3:45][N:44]([CH3:49])[C:50]([O:43][CH:21]([CH2:20][O:19][CH2:1][CH2:2][CH2:3][CH2:4][CH2:5][CH2:6][CH2:7][CH2:8][CH2:9][CH2:10][CH2:11][CH2:12][CH2:13][CH2:14][CH2:15][CH2:16][CH2:17][CH3:18])[CH2:22][O:23][C:24]([C:37]1[CH:42]=[CH:41][CH:40]=[CH:39][CH:38]=1)([C:31]1[CH:32]=[CH:33][CH:34]=[CH:35][CH:36]=1)[C:25]1[CH:30]=[CH:29][CH:28]=[CH:27][CH:26]=1)=[O:51]. Reported procedure: 3-Octadecyl-1-tritylglycerol (2.6 g, 4.43 mmol) and 0.7 g (8.86 mmol) of pyridine were dissolved in 9 ml of dichloromethane, and 0.69 g of phenyl chlorocarbonate was added dropwise. The solution was stirred at room temperature for 30 minutes, and then stirred with 25 ml of chloroform and 25 ml of water. The aqueous layer was discarded and the organic layer was washed with 1% sodium hydrogen carbonate solution, dried over sodium sulfate and concentrated to dryness under reduced pressure. The resi...